Dataset: the Open Reaction Database (ORD), a public repository of structured organic reaction records. Task: describe an organic reaction: reactants, conditions, products, and yield Starting materials: CN(C)C=O, Clc1cccc2cc(-c3ccco3)nn12, ClCCl, O, O=P(Cl)(Cl)Cl. Product: O=Cc1c(-c2ccco2)nn2c(Cl)cccc12. As a reaction SMILES: [CH3:1][N:2]([CH:3]=[O:4])[CH3:5].[Cl:11][c:12]1[cH:13][cH:14][cH:15][c:16]2[n:17]1[n:18][c:19](-[c:21]1[o:22][cH:23][cH:24][cH:25]1)[cH:20]2.[Cl:27][CH2:28][Cl:29].[OH2:26].[P:6]([Cl:7])([Cl:8])([Cl:9])=[O:10]>>[CH:3](=[O:4])[c:20]1[c:16]2[cH:15][cH:14][cH:13][c:12]([Cl:11])[n:17]2[n:18][c:19]1-[c:21]1[o:22][cH:23][cH:24][cH:25]1.